This data is from the Open Reaction Database (ORD), a public repository of structured organic reaction records. The task is: describe an organic reaction: reactants, conditions, products, and yield Starting materials: C(C)OC(C(C)(C)OC=1C=C2C(=NC1)NC(=C2)C(CC2CCCC2)C2=CC=C(C=C2)S(=O)(=O)C)=O (2-{2-[2-cyclopentyl-1-(4-methanesulfonyl-phenyl)-ethyl]-1H-pyrrolo[2,3-b]pyridin-5-yloxy}-2-methyl-propionic acid ethyl ester), [OH-].[Li+] (lithium hydroxide). The solvent is O1CCCC1 (tetrahydrofuran), O (water). Reaction conditions: time 12 hour. The product is C1(CCCC1)C=C(C1=CC=C(C=C1)S(=O)(=O)C)C1=CC=2C(=NC=C(C2)OC(C(=O)O)(C)C)N1 (2-{2-[2-cyclopentyl-1-(4-methanesulfonyl-phenyl)-vinyl]-1H-pyrrolo[2,3-b]pyridin-5-yloxy}-2-methyl-propionic acid). Yield: 53.4%. Reaction SMILES: C([O:3][C:4](=[O:35])[C:5]([O:8][C:9]1[CH:10]=[C:11]2[CH:17]=[C:16]([CH:18]([C:25]3[CH:30]=[CH:29][C:28]([S:31]([CH3:34])(=[O:33])=[O:32])=[CH:27][CH:26]=3)[CH2:19][CH:20]3[CH2:24][CH2:23][CH2:22][CH2:21]3)[NH:15][C:12]2=[N:13][CH:14]=1)([CH3:7])[CH3:6])C.[OH-].[Li+]>O1CCCC1.O>[CH:20]1([CH:19]=[C:18]([C:16]2[NH:15][C:12]3=[N:13][CH:14]=[C:9]([O:8][C:5]([CH3:6])([CH3:7])[C:4]([OH:35])=[O:3])[CH:10]=[C:11]3[CH:17]=2)[C:25]2[CH:30]=[CH:29][C:28]([S:31]([CH3:34])(=[O:33])=[O:32])=[CH:27][CH:26]=2)[CH2:24][CH2:23][CH2:22][CH2:21]1 |f:1.2|. Reported procedure: To a stirred solution of 2-{2-[2-cyclopentyl-1-(4-methanesulfonyl-phenyl)-ethyl]-1H-pyrrolo[2,3-b]pyridin-5-yloxy}-2-methyl-propionic acid ethyl ester (prepared as in Example 26, 120 mg, 0.24 mmol) in tetrahydrofuran (10 mL) and water (2.5 mL) was added lithium hydroxide (48 mg, 2 mmol) at room temperature and the mixture was stirred for 12 h. The resulting mixture was extracted with ethyl acetate, washed with brine, dried over anhydrous sodium sulfate and then concentrated in vacuo to afford 2-... Starting materials: C1CCNCC1, CN1CCCC1=O, Cc1c(Cl)c(C(F)(F)F)nn1CC(=O)N1CCC(C(=O)O)(c2ccc(Cl)cc2)CC1. The product is Cc1c(Cl)c(C(F)(F)F)nn1CC(=O)N1CCC(C(=O)N2CCCCC2)(c2ccc(Cl)cc2)CC1. Reaction SMILES: [CH2:31]1[CH2:32][CH2:33][NH:34][CH2:35][CH2:36]1.[CH3:37][N:38]1[CH2:39][CH2:40][CH2:41][C:42]1=[O:43].[Cl:1][c:2]1[c:3]([C:27]([F:28])([F:29])[F:30])[n:4][n:5]([CH2:8][C:9](=[O:10])[N:11]2[CH2:12][CH2:13][C:14]([C:17](=[O:18])[OH:19])([c:20]3[cH:21][cH:22][c:23]([Cl:26])[cH:24][cH:25]3)[CH2:15][CH2:16]2)[c:6]1[CH3:7]>>[Cl:1][c:2]1[c:3]([C:27]([F:28])([F:29])[F:30])[n:4][n:5]([CH2:8][C:9](=[O:10])[N:11]2[CH2:12][CH2:13][C:14]([C:17](=[O:19])[N:34]3[CH2:33][CH2:32][CH2:31][CH2:36][CH2:35]3)([c:20]3[cH:21][cH:22][c:23]([Cl:26])[cH:24][cH:25]3)[CH2:15][CH2:16]2)[c:6]1[CH3:7]. Reactants: ClC1=NC(=CC2=CC(=C(C=C12)OC)OC)NC1=NNC(=C1)C ((1-Chloro-6,7-dimethoxy-isoquinolin-3-yl)-(5-methyl-1H-pyrazol-3-yl)-amine), C(=C)(C)B1OC(C)(C)C(C)(C)O1 (isopropenylboronic acid pinacol ester). Product: C(C)(C)C1=NC(=CC2=CC(=C(C=C12)OC)OC)NC1=NNC(=C1)C ((1-Isopropyl-6,7-dimethoxy-isoquinolin-3-yl)-(5-methyl-1H-pyrazol-3-yl)-amine). RXN SMILES: Cl[C:2]1[C:11]2[C:6](=[CH:7][C:8]([O:14][CH3:15])=[C:9]([O:12][CH3:13])[CH:10]=2)[CH:5]=[C:4]([NH:16][C:17]2[CH:21]=[C:20]([CH3:22])[NH:19][N:18]=2)[N:3]=1.[C:23](B1OC(C)(C)C(C)(C)O1)([CH3:25])=[CH2:24]>>[CH:23]([C:2]1[C:11]2[C:6](=[CH:7][C:8]([O:14][CH3:15])=[C:9]([O:12][CH3:13])[CH:10]=2)[CH:5]=[C:4]([NH:16][C:17]2[CH:21]=[C:20]([CH3:22])[NH:19][N:18]=2)[N:3]=1)([CH3:25])[CH3:24]. Procedure: Similar procedure as described in example 330 was used, starting from (1-Chloro-6,7-dimethoxy-isoquinolin-3-yl)-(5-methyl-1H-pyrazol-3-yl)-amine and isopropenylboronic acid pinacol ester to give (1-Isopropyl-6,7-dimethoxy-isoquinolin-3-yl)-(5-methyl-1H-pyrazol-3-yl)-amine. LC-MS m/e 327(MH+).